From a dataset of the Open Reaction Database (ORD), a public repository of structured organic reaction records. describe an organic reaction: reactants, conditions, products, and yield The reactants are C1CCOC1, CN1C(=O)CCC2(C)c3ccc(Br)cc3CCC12, ClC(Cl)Cl, OB(O)c1ccccc1F, [Na+], [Na+], O=C([O-])[O-], [Pd], c1ccc(P(c2ccccc2)c2ccccc2)cc1, c1ccc(P(c2ccccc2)c2ccccc2)cc1, c1ccc(P(c2ccccc2)c2ccccc2)cc1, c1ccc(P(c2ccccc2)c2ccccc2)cc1. Product: CN1C(=O)CCC2(C)c3ccc(-c4ccccc4F)cc3CCC12. Reaction SMILES: [CH2:35]1[O:36][CH2:37][CH2:38][CH2:39]1.[CH3:1][N:2]1[C:3](=[O:18])[CH2:4][CH2:5][C:6]2([CH3:17])[c:7]3[c:8]([cH:12][c:13]([Br:16])[cH:14][cH:15]3)[CH2:9][CH2:10][CH:11]12.[CH:40]([Cl:41])([Cl:42])[Cl:43].[F:19][c:20]1[c:21]([B:26]([OH:27])[OH:28])[cH:22][cH:23][cH:24][cH:25]1.[Na+:29].[Na+:30].[O-:31][C:32](=[O:33])[O-:34].[Pd:44].[c:102]1([P:103]([c:104]2[cH:105][cH:106][cH:107][cH:108][cH:109]2)[c:110]2[cH:111][cH:112][cH:113][cH:114][cH:115]2)[cH:116][cH:117][cH:118][cH:119][cH:120]1.[c:45]1([P:46]([c:47]2[cH:48][cH:49][cH:50][cH:51][cH:52]2)[c:53]2[cH:54][cH:55][cH:56][cH:57][cH:58]2)[cH:59][cH:60][cH:61][cH:62][cH:63]1.[c:64]1([P:65]([c:66]2[cH:67][cH:68][cH:69][cH:70][cH:71]2)[c:72]2[cH:73][cH:74][cH:75][cH:76][cH:77]2)[cH:78][cH:79][cH:80][cH:81][cH:82]1.[c:83]1([P:84]([c:85]2[cH:86][cH:87][cH:88][cH:89][cH:90]2)[c:91]2[cH:92][cH:93][cH:94][cH:95][cH:96]2)[cH:97][cH:98][cH:99][cH:100][cH:101]1>>[CH3:1][N:2]1[C:3](=[O:18])[CH2:4][CH2:5][C:6]2([CH3:17])[c:7]3[c:8]([cH:12][c:13](-[c:21]4[c:20]([F:19])[cH:25][cH:24][cH:23][cH:22]4)[cH:14][cH:15]3)[CH2:9][CH2:10][CH:11]12. Starting materials: C1CCOC1, CCOc1cc(O)cc(C(=O)OC)c1, CCOC(=O)N=NC(=O)OCC, OC1CCOCC1, c1ccc(P(c2ccccc2)c2ccccc2)cc1. Product: CCOc1cc(OC2CCOCC2)cc(C(=O)OC)c1. Reaction SMILES: [CH2:53]1[O:54][CH2:55][CH2:56][CH2:57]1.[CH3:32][O:33][C:34]([c:35]1[cH:36][c:37]([O:42][CH2:43][CH3:44])[cH:38][c:39]([OH:41])[cH:40]1)=[O:45].[O:20]=[C:21]([O:22][CH2:23][CH3:24])[N:25]=[N:26][C:27]([O:28][CH2:29][CH3:30])=[O:31].[O:46]1[CH2:47][CH2:48][CH:49]([OH:52])[CH2:50][CH2:51]1.[c:1]1([P:2]([c:3]2[cH:4][cH:5][cH:6][cH:7][cH:8]2)[c:9]2[cH:10][cH:11][cH:12][cH:13][cH:14]2)[cH:15][cH:16][cH:17][cH:18][cH:19]1>>[CH3:32][O:33][C:34]([c:35]1[cH:36][c:37]([O:42][CH2:43][CH3:44])[cH:38][c:39]([O:52][CH:49]2[CH2:48][CH2:47][O:46][CH2:51][CH2:50]2)[cH:40]1)=[O:45]. Yields the product Cl.Cl.Cl.N1=CC(=CC2=CC=CC=C12)NC([C@H]1N(C[C@@H](C1)NC([C@@H](CCC1=CC=CC=C1)O)=O)C(=O)C1NCCNC1)=O (1-(Piperazin-2-ylcarbonyl)-trans-4-((R)-2-Hydroxy-4-Phenylbutyrylamino)-L-Proline 3-Quinolylamide Trihydrochloride). Conditions: time 1.5 hour. Procedure: A solution of 4 N hydrochloric acid in 1,4-dioxane (5 mL) was added to 1,4-di-(N-tert-butoxycarbonyl)piperazin-2-ylcarbonyl)-trans-4-((R)-2-hydroxy-4-phenylbutyrylamino)-L-proline 3-quinolylamide (C, 76 mg) at 0° C., and methanol (2 mL) was added to dissolve insoluble materials. After stirring for 1.5 hr, the reaction mixture was evaporated and coevaporated three times with 1,4-dioxane and ether in vacuo to give pale yellow solids. The solids were washed with ether to afford the title compound (... The reactants are Cl (hydrochloric acid), N1=CC(=CC2=CC=CC=C12)NC([C@H]1NC[C@@H](C1)NC([C@@H](CCC1=CC=CC=C1)O)=O)=O (trans-4-((R)-2-hydroxy-4-phenylbutyrylamino)-L-proline 3-quinolylamide), O1CCOCC1 (1,4-dioxane), CO (methanol). RXN SMILES: [ClH:1].[N:2]1[C:11]2[C:6](=[CH:7][CH:8]=[CH:9][CH:10]=2)[CH:5]=[C:4]([NH:12][C:13](=[O:32])[C@@H:14]2[CH2:18][C@@H:17]([NH:19][C:20](=[O:31])[C@H:21]([OH:30])[CH2:22][CH2:23][C:24]3[CH:29]=[CH:28][CH:27]=[CH:26][CH:25]=3)[CH2:16][NH:15]2)[CH:3]=1.CO.[O:35]1[CH2:40][CH2:39]OCC1>>[ClH:1].[ClH:1].[ClH:1].[N:2]1[C:11]2[C:6](=[CH:7][CH:8]=[CH:9][CH:10]=2)[CH:5]=[C:4]([NH:12][C:13](=[O:32])[C@@H:14]2[CH2:18][C@@H:17]([NH:19][C:20](=[O:31])[C@H:21]([OH:30])[CH2:22][CH2:23][C:24]3[CH:29]=[CH:28][CH:27]=[CH:26][CH:25]=3)[CH2:16][N:15]2[C:40]([CH:39]2[CH2:11][NH:2][CH2:3][CH2:4][NH:12]2)=[O:35])[CH:3]=1 |f:4.5.6.7|. Reactants: C[C@@H]1N[C@H](C=C1)C (trans-2,5-dimethyl-3-pyrroline), C([O-])([O-])=O.[K+].[K+] (potassium carbonate), CN(C=O)C (dimethylformamide), BrC(C(=O)OCC)C (Ethyl 2-bromopropionate). Solvent: O (water). Run at time 8 hour. The product is C[C@@H]1N([C@H](C=C1)C)C(C(=O)OCC)C (ethyl 2-(trans-2,5-dimethyl-2,5-dihydro-1H-pyrrol-1-yl)propionate). Yield: 24.6%. As a reaction SMILES: Br[CH:2]([CH3:8])[C:3]([O:5][CH2:6][CH3:7])=[O:4].[CH3:9][C@H:10]1[CH:14]=[CH:13][C@H:12]([CH3:15])[NH:11]1.C(=O)([O-])[O-].[K+].[K+].CN(C)C=O>O>[CH3:9][C@H:10]1[CH:14]=[CH:13][C@H:12]([CH3:15])[N:11]1[CH:2]([CH3:8])[C:3]([O:5][CH2:6][CH3:7])=[O:4] |f:2.3.4|. Procedure: Ethyl 2-bromopropionate (9.8 g.) was added, dropwise, to a stirred mixture of trans-2,5-dimethyl-3-pyrroline (5 g.), potassium carbonate (6.9 g.), and dimethylformamide (12.5 cm3) maintained below 30° C. by external cooling. After addition was complete the mixture was stirred at room temperature overnight. The mixture was then diluted with water (25 cm3) and the product extracted into ether. The ether extract was dried and evaporated to give an oil which was distilled under vacuum to give ethyl ... Reactants: [Li]C(C)(C)C, C1CCOC1, CN(c1ccccc1)c1nccs1, CCCCCCC, Fc1cnc(Cl)nc1, N#CC1=C(C#N)C(=O)C(Cl)=C(Cl)C1=O, O. Yields the product CN(c1ccccc1)c1ncc(-c2nc(Cl)ncc2F)s1. As a reaction SMILES: [C:1]([Li:2])([CH3:3])([CH3:4])[CH3:5].[CH2:48]1[O:49][CH2:50][CH2:51][CH2:52]1.[CH3:13][N:14]([c:15]1[cH:16][cH:17][cH:18][cH:19][cH:20]1)[c:21]1[s:22][cH:23][cH:24][n:25]1.[CH3:6][CH2:7][CH2:8][CH2:9][CH2:10][CH2:11][CH3:12].[Cl:26][c:27]1[n:28][cH:29][c:30]([F:33])[cH:31][n:32]1.[Cl:34][C:35]1=[C:46]([Cl:47])[C:44](=[O:45])[C:41]([C:42]#[N:43])=[C:38]([C:39]#[N:40])[C:36]1=[O:37].[OH2:53]>>[CH3:13][N:14]([c:15]1[cH:16][cH:17][cH:18][cH:19][cH:20]1)[c:21]1[s:22][c:23](-[c:31]2[c:30]([F:33])[cH:29][n:28][c:27]([Cl:26])[n:32]2)[cH:24][n:25]1. Reactants: C(C)(=O)OCC (ethyl acetate), FC(C(=O)N[C@@H](CC1=CC=C(C=C1)NC(C)=O)C(=O)O)(F)F (N-trifluoroacetyl-4-acetylaminophenylalanine), ice, N(=O)[O-].[Na+] (sodium nitrite), [N+](=O)(O)[O-] (nitric acid). The solvent is C(C)(=O)OC(C)=O (acetic anhydride), C(C)(=O)O (acetic acid). Reaction conditions: temperature 10 celsius, time 2 hour. Product: FC(C(=O)N[C@@H](CC1=CC(=C(C=C1)NC(C)=O)[N+](=O)[O-])C(=O)O)(F)F (N-Trifluoroacetyl-4-acetylamino-3-nitro-Phenylalanine). As a reaction SMILES: [F:1][C:2]([F:22])([F:21])[C:3]([NH:5][C@H:6]([C:18]([OH:20])=[O:19])[CH2:7][C:8]1[CH:13]=[CH:12][C:11]([NH:14][C:15](=[O:17])[CH3:16])=[CH:10][CH:9]=1)=[O:4].[N:23]([O-:25])=[O:24].[Na+].[N+]([O-])(O)=O.C(OCC)(=O)C>C(O)(=O)C.C(OC(=O)C)(=O)C>[F:1][C:2]([F:21])([F:22])[C:3]([NH:5][C@H:6]([C:18]([OH:20])=[O:19])[CH2:7][C:8]1[CH:9]=[CH:10][C:11]([NH:14][C:15](=[O:17])[CH3:16])=[C:12]([N+:23]([O-:25])=[O:24])[CH:13]=1)=[O:4] |f:1.2|. Procedure details: 63.2 g (0.2 Mol) of N-trifluoroacetyl-4-acetylaminophenylalanine are suspended in 300 ml of glacial acetic acid and 100 ml of acetic anhydride. After the solution has been cooled to 10° C., 1.5 g (0.022 Mol) of sodium nitrite are added and then 33.14 ml (0.8 Mol) of fuming nitric acid are slowly added dropwise, during which time a solution is formed. After stirring for 2 hours at 0° C. the mixture is poured onto 1 kg of ice and extracted 3 times with 250 ml of ethyl acetate. After the organic ph... Starting materials: C1(CCC2=CC=C(C=C12)S(=O)O)=O (indan-1-one-6-sulfinic acid), [Na] (sodium), ICCC (1-iodopropane). Run in CO (methanol). Run at time 30 minute. Product: C(CC)S(=O)(=O)C1=CC=C2CCC(C2=C1)=O (6-(Propane-1-sulfonyl)indan-1-one). As a reaction SMILES: [Na].[C:2]1(=[O:14])[C:10]2[C:5](=[CH:6][CH:7]=[C:8]([S:11]([OH:13])=[O:12])[CH:9]=2)[CH2:4][CH2:3]1.I[CH2:16][CH2:17][CH3:18]>CO>[CH2:16]([S:11]([C:8]1[CH:9]=[C:10]2[C:5]([CH2:4][CH2:3][C:2]2=[O:14])=[CH:6][CH:7]=1)(=[O:13])=[O:12])[CH2:17][CH3:18] |^1:0|. Procedure: 0.25 g of sodium is dissolved in 50 ml of anhydrous methanol. 1.96 g of indan-1-one-6-sulfinic acid (see above) are added in portions and the mixture is stirred for 30 min at room temp. 1.87 g of 1-iodopropane are then added and the mixture is stirred for 4 hours at reflux temp. For completion of the reaction, the mixture is concentrated in vacuo, treated with 5 ml of iodopropane and 10 ml of toluene and heated to reflux for 2 hours. It is then concentrated, the residue is extracted by shaking w... The reactants are N1=CC=C(C=C1)C=1C=2CNC(C2C=C2C1C=1OCOC1C=C2)=O (8,9-dihydro-10-(4-pyridyl)-7H-1,3-benzodioxolo[4,5-f]isoindol-7-one), C(C)(=O)OCC.Cl (hydrogen chloride-ethyl acetate). Solvent: CO (methanol). Run at time 30 minute. The product is Cl.N1=CC=C(C=C1)C=1C=2CNC(C2C=C2C1C=1OCOC1C=C2)=O (8,9-Dihydro-10-(4-pyridyl)-7H-1,3-benzodioxolo[4,5-f]isoindol-7-one hydrochloride). Reaction SMILES: [N:1]1[CH:6]=[CH:5][C:4]([C:7]2[C:8]3[CH2:9][NH:10][C:11](=[O:23])[C:12]=3[CH:13]=[C:14]3[CH:22]=[CH:21][C:20]4[O:19][CH2:18][O:17][C:16]=4[C:15]=23)=[CH:3][CH:2]=1.C(OCC)(=O)C.[ClH:30]>CO>[ClH:30].[N:1]1[CH:6]=[CH:5][C:4]([C:7]2[C:8]3[CH2:9][NH:10][C:11](=[O:23])[C:12]=3[CH:13]=[C:14]3[CH:22]=[CH:21][C:20]4[O:19][CH2:18][O:17][C:16]=4[C:15]=23)=[CH:3][CH:2]=1 |f:1.2,4.5|. Procedure details: To a methanol (20 ml) solution of 8,9-dihydro-10-(4-pyridyl)-7H-1,3-benzodioxolo[4,5-f]isoindol-7-one (120 mg) was added 4N hydrogen chloride-ethyl acetate solution (4 ml) and stirred for 30 minutes. The resultant precipitates were collected by suction and washed with ethyl acetate to give the entitled compound (126 mg). The reactants are C(CCO)O (1,3-propanediol), C[Si](C)(C)[N-][Si](C)(C)C.[Li+] (lithium bis(trimethylsilyl)amide), C1(CC1)NC(=O)C1=C(C=2C(=NC(=C(C2C)Cl)S(=O)C)S1)N (3-amino-5-chloro-6-methanesulfinyl-4-methyl-thieno[2,3-b]pyridine-2-carboxylic acid cyclopropylamide). The solvent is C1CCOC1 (THF). Run at temperature 75 celsius, time 15 minute. Yields the product C1(CC1)NC(=O)C1=C(C=2C(=NC(=C(C2C)Cl)OCCCO)S1)N (3-Amino-5-chloro-6-(3-hydroxy-propoxy)-4-methyl-thieno[2,3-b]pyridine-2-carboxylic acid cyclopropylamide). Yield: 67.4%. Reaction SMILES: [CH2:1]([OH:5])[CH2:2][CH2:3][OH:4].C[Si]([N-][Si](C)(C)C)(C)C.[Li+].[CH:16]1([NH:19][C:20]([C:22]2[S:35][C:25]3=[N:26][C:27](S(C)=O)=[C:28]([Cl:31])[C:29]([CH3:30])=[C:24]3[C:23]=2[NH2:36])=[O:21])[CH2:18][CH2:17]1>C1COCC1>[CH:16]1([NH:19][C:20]([C:22]2[S:35][C:25]3=[N:26][C:27]([O:4][CH2:3][CH2:2][CH2:1][OH:5])=[C:28]([Cl:31])[C:29]([CH3:30])=[C:24]3[C:23]=2[NH2:36])=[O:21])[CH2:18][CH2:17]1 |f:1.2|. Reported procedure: To a solution of 1,3-propanediol (1.053 g, 13.84 mmol) in THF (3 ml) at room temperature is added dropwise a solution of lithium bis(trimethylsilyl)amide (1.0 M in hexanes) (3.50 ml, 3.50 mmol). The reaction mixture is stirred for 15 minutes and then is treated with 3-amino-5-chloro-6-methanesulfinyl-4-methyl-thieno[2,3-b]pyridine-2-carboxylic acid cyclopropylamide (0.345 g, 1.00 mmol). The reaction mixture is heated at 75° C. for 1 hour, cooled to room temperature, and then quenched by the addi... Starting materials: Oc1cccc2c1CCCC(NCc1ccccc1)C2, ClCCl, O=S(=O)([O-])C(F)(F)F, O=S(=O)([O-])C(F)(F)F, O=S(=O)([O-])C(F)(F)F, c1ccc(OCC2CO2)cc1, [Yb+3]. Product: Oc1cccc2c1CCCC(N(Cc1ccccc1)CC(O)COc1ccccc1)C2. RXN SMILES: [CH2:12]([c:13]1[cH:14][cH:15][cH:16][cH:17][cH:18]1)[NH:19][CH:20]1[CH2:21][c:22]2[c:23]([c:27]([OH:31])[cH:28][cH:29][cH:30]2)[CH2:24][CH2:25][CH2:26]1.[Cl:57][CH2:58][Cl:59].[F:32][C:33]([F:34])([F:35])[S:36]([O-:37])(=[O:38])=[O:39].[F:41][C:42]([F:43])([F:44])[S:45]([O-:46])(=[O:47])=[O:48].[F:49][C:50]([F:51])([F:52])[S:53]([O-:54])(=[O:55])=[O:56].[O:1]([c:2]1[cH:3][cH:4][cH:5][cH:6][cH:7]1)[CH2:8][CH:9]1[CH2:10][O:11]1.[Yb+3:40]>>[O:1]([c:2]1[cH:3][cH:4][cH:5][cH:6][cH:7]1)[CH2:8][CH:9]([CH2:10][N:19]([CH2:12][c:13]1[cH:14][cH:15][cH:16][cH:17][cH:18]1)[CH:20]1[CH2:21][c:22]2[c:23]([c:27]([OH:31])[cH:28][cH:29][cH:30]2)[CH2:24][CH2:25][CH2:26]1)[OH:11].